Dataset: the Open Reaction Database (ORD), a public repository of structured organic reaction records. Task: describe an organic reaction: reactants, conditions, products, and yield The reactants are CCOCC, O=C(O)C(=O)c1ccc(SC2CC2)cc1, [K+], NN, [OH-], O, O. Yields the product O=C(O)Cc1ccc(SC2CC2)cc1. Reaction SMILES: [CH3:22][CH2:23][O:24][CH2:25][CH3:26].[CH:4]1([S:7][c:8]2[cH:9][cH:10][c:11]([C:14]([C:15](=[O:16])[OH:17])=[O:18])[cH:12][cH:13]2)[CH2:5][CH2:6]1.[K+:20].[NH2:2][NH2:3].[OH-:19].[OH2:1].[OH2:21]>>[CH:4]1([S:7][c:8]2[cH:9][cH:10][c:11]([CH2:14][C:15](=[O:16])[OH:17])[cH:12][cH:13]2)[CH2:5][CH2:6]1. The reactants are CC(C)(C)OC(=O)NCC(=O)O, CCN(C(C)C)C(C)C, COC(=O)c1ccc(N)cc1, CN(C)C=O. Yields the product COC(=O)c1ccc(NC(=O)CNC(=O)OC(C)(C)C)cc1. Reaction SMILES: [C:12](=[O:13])([O:14][C:15]([CH3:16])([CH3:17])[CH3:18])[NH:19][CH2:20][C:21](=[O:22])[OH:23].[CH:24]([N:25]([CH2:26][CH3:27])[CH:28]([CH3:29])[CH3:30])([CH3:31])[CH3:32].[NH2:1][c:2]1[cH:3][cH:4][c:5]([C:6](=[O:7])[O:8][CH3:9])[cH:10][cH:11]1.[O:33]=[CH:34][N:35]([CH3:36])[CH3:37]>>[NH:1]([c:2]1[cH:3][cH:4][c:5]([C:6](=[O:7])[O:8][CH3:9])[cH:10][cH:11]1)[C:21]([CH2:20][NH:19][C:12](=[O:13])[O:14][C:15]([CH3:16])([CH3:17])[CH3:18])=[O:22]. Starting materials: ClC1=NC(=C2N=C(N(C2=N1)C)CN1CCC(CC1)C(C)(C)O)N1CCOCC1 (2-(1-((2-chloro-9-methyl-6-morpholino-9H-purin-8-yl)methyl)piperidin-4-yl)propan-2-ol), C=1(C(=CC=CC1)N)N (benzene-1,2-diamine), bist(tri-t-butylphosphine)palladium, CC(C)([O-])C.[Na+] (sodium tert-butoxide). Reagents/catalysts: C(C)(=O)[O-].[Pd+2].C(C)(=O)[O-] (palladium acetate). The solvent is C1(=CC=CC=C1)C (toluene). Conditions: temperature 95 celsius, time 18 hour. Yields the product NC1=C(C=CC=C1)NC1=NC(=C2N=C(N(C2=N1)C)CN1CCC(CC1)C(C)(C)O)N1CCOCC1 (2-(1-((2-(2-aminophenylamino)-9-methyl-6-morpholino-9H-purin-8-yl)methyl)piperidin-4-yl)propan-2-ol). Isolated yield 84.4%. Reaction SMILES: Cl[C:2]1[N:10]=[C:9]2[C:5]([N:6]=[C:7]([CH2:12][N:13]3[CH2:18][CH2:17][CH:16]([C:19]([OH:22])([CH3:21])[CH3:20])[CH2:15][CH2:14]3)[N:8]2[CH3:11])=[C:4]([N:23]2[CH2:28][CH2:27][O:26][CH2:25][CH2:24]2)[N:3]=1.[C:29]1([NH2:36])[C:30]([NH2:35])=[CH:31][CH:32]=[CH:33][CH:34]=1.CC(C)([O-])C.[Na+]>C1(C)C=CC=CC=1.C([O-])(=O)C.[Pd+2].C([O-])(=O)C>[NH2:35][C:30]1[CH:31]=[CH:32][CH:33]=[CH:34][C:29]=1[NH:36][C:2]1[N:10]=[C:9]2[C:5]([N:6]=[C:7]([CH2:12][N:13]3[CH2:18][CH2:17][CH:16]([C:19]([OH:22])([CH3:21])[CH3:20])[CH2:15][CH2:14]3)[N:8]2[CH3:11])=[C:4]([N:23]2[CH2:28][CH2:27][O:26][CH2:25][CH2:24]2)[N:3]=1 |f:2.3,5.6.7|. Procedure: A mixture of 2-(1-((2-chloro-9-methyl-6-morpholino-9H-purin-8-yl)methyl)piperidin-4-yl)propan-2-ol (1.21 g, 2.96 mmol), benzene-1,2-diamine (520 mg, 4.8 mmol), palladium acetate (66 mg, 0.29 mmol), bist(tri-t-butylphosphine)palladium (150 mg, 0.29 mmol) and sodium tert-butoxide (620 mg, 6.4 mmol) in toluene (30 mL) was stirred at 95° C. for 18 hours. The reaction mixture was then filtered through paper and then concentrated. The crude product was then purified by flash chromatography using a Bio... Starting materials: [Br-], [Br-], [Br-], CCCC[N+](CCCC)(CCCC)CCCC, CCCC[N+](CCCC)(CCCC)CCCC, CCCC[N+](CCCC)(CCCC)CCCC, CO, ClCCl, CC(=O)c1ccc(C)cc1. Product: Cc1ccc(C(=O)CBr)cc1. RXN SMILES: [Br-:11].[Br-:12].[Br-:13].[CH2:14]([N+:15]([CH2:16][CH2:17][CH2:18][CH3:19])([CH2:20][CH2:21][CH2:22][CH3:23])[CH2:24][CH2:25][CH2:26][CH3:27])[CH2:28][CH2:29][CH3:30].[CH2:31]([N+:32]([CH2:33][CH2:34][CH2:35][CH3:36])([CH2:37][CH2:38][CH2:39][CH3:40])[CH2:41][CH2:42][CH2:43][CH3:44])[CH2:45][CH2:46][CH3:47].[CH2:48]([N+:49]([CH2:50][CH2:51][CH2:52][CH3:53])([CH2:54][CH2:55][CH2:56][CH3:57])[CH2:58][CH2:59][CH2:60][CH3:61])[CH2:62][CH2:63][CH3:64].[CH3:65][OH:66].[Cl:67][CH2:68][Cl:69].[c:1]1([CH3:10])[cH:2][cH:3][c:4]([C:7]([CH3:8])=[O:9])[cH:5][cH:6]1>>[c:1]1([CH3:10])[cH:2][cH:3][c:4]([C:7]([CH2:8][Br:11])=[O:9])[cH:5][cH:6]1. Starting materials: [OH-].[Li+] (lithium hydroxide), C(CCC)OC=1C=C(C=CC1CCCC1=CC(=C(C=C1)OCCCC)OC)CCC(=O)OC (methyl 3-{3-butoxy-4-[3-(4-butoxy-3-methoxyphenyl)propyl]phenyl}propanoate). Solvent: O1CCCC1 (tetrahydrofuran). Run at time 12 hour. Product: C(CCC)OC=1C=C(C=CC1CCCC1=CC(=C(C=C1)OCCCC)OC)CCC(=O)O (3-{3-butoxy-4-[3-(4-butoxy-3-methoxyphenyl)propyl]phenyl}propanoic acid). The yield is 83.9%. RXN SMILES: [OH-].[Li+].[CH2:3]([O:7][C:8]1[CH:9]=[C:10]([CH2:30][CH2:31][C:32]([O:34]C)=[O:33])[CH:11]=[CH:12][C:13]=1[CH2:14][CH2:15][CH2:16][C:17]1[CH:22]=[CH:21][C:20]([O:23][CH2:24][CH2:25][CH2:26][CH3:27])=[C:19]([O:28][CH3:29])[CH:18]=1)[CH2:4][CH2:5][CH3:6]>O1CCCC1>[CH2:3]([O:7][C:8]1[CH:9]=[C:10]([CH2:30][CH2:31][C:32]([OH:34])=[O:33])[CH:11]=[CH:12][C:13]=1[CH2:14][CH2:15][CH2:16][C:17]1[CH:22]=[CH:21][C:20]([O:23][CH2:24][CH2:25][CH2:26][CH3:27])=[C:19]([O:28][CH3:29])[CH:18]=1)[CH2:4][CH2:5][CH3:6] |f:0.1|. Procedure details: 1.14 ml (0.85 mmol) of aqueous 1N lithium hydroxide solution are added to a solution of 259 mg (0.56 mmol) of methyl 3-{3-butoxy-4-[3-(4-butoxy-3-methoxyphenyl)propyl]phenyl}propanoate in 3 ml of tetrahydrofuran. The reaction mixture is stirred at room temperature for 12 hours and then concentrated under vacuum. The residue is taken up in water, acidified by adding 1N hydrochloric acid solution and then extracted with ethyl acetate. The organic phases are combined, washed with saturated aqueous ... The reactants are C(C)(=O)O[BH-](OC(C)=O)OC(C)=O.[Na+] (sodium triacetoxyborohydride), [Cl-].[NH4+] (ammonium chloride), FC(C=1C=C(C=O)C=C(C1)C(F)(F)F)(F)F (3,5-bis(trifluoromethyl)benzaldehyde), C(C)(=O)O (acetic acid), C(C)(C)OC(=O)N1[C@H](C[C@H](C2=NC(=CC=C12)OC)N)CC ((+/−)-cis-4-amino-2-ethyl-6-methoxy-3,4-dihydro-2H-[1,5]naphthyridine-1-carboxylic acid isopropyl ester). The solvent is ClC(C)Cl (dichloroethane). Run at time 14 hour. Yields the product C(C)(C)OC(=O)N1[C@H](C[C@H](C2=NC(=CC=C12)OC)NCC1=CC(=CC(=C1)C(F)(F)F)C(F)(F)F)CC ((+/−)-cis-4-(3,5-Bis-trifluoromethyl-benzylamino)-2-ethyl-6-methoxy-3,4-dihydro-2H-[1,5]naphthyridine-1-carboxylic acid isopropyl ester). The yield is 88.1%. As a reaction SMILES: C(O[BH-](OC(=O)C)OC(=O)C)(=O)C.[Na+].[F:15][C:16]([F:30])([F:29])[C:17]1[CH:18]=[C:19]([CH:22]=[C:23]([C:25]([F:28])([F:27])[F:26])[CH:24]=1)[CH:20]=O.C(O)(=O)C.[CH:35]([O:38][C:39]([N:41]1[C:50]2[C:45](=[N:46][C:47]([O:51][CH3:52])=[CH:48][CH:49]=2)[C@H:44]([NH2:53])[CH2:43][C@@H:42]1[CH2:54][CH3:55])=[O:40])([CH3:37])[CH3:36].[Cl-].[NH4+]>ClC(Cl)C>[CH:35]([O:38][C:39]([N:41]1[C:50]2[C:45](=[N:46][C:47]([O:51][CH3:52])=[CH:48][CH:49]=2)[C@H:44]([NH:53][CH2:20][C:19]2[CH:18]=[C:17]([C:16]([F:30])([F:29])[F:15])[CH:24]=[C:23]([C:25]([F:28])([F:27])[F:26])[CH:22]=2)[CH2:43][C@@H:42]1[CH2:54][CH3:55])=[O:40])([CH3:37])[CH3:36] |f:0.1,5.6|. Reported procedure: Add sodium triacetoxyborohydride (0.091 mg, 0.409 mmol) to a mixture of 3,5-bis(trifluoromethyl)benzaldehyde (0.045 mL, 0.273 mmol), acetic acid (0.018 mL, 0.303 mmol) and (+/−)-cis-4-amino-2-ethyl-6-methoxy-3,4-dihydro-2H-[1,5]naphthyridine-1-carboxylic acid isopropyl ester (0.08 mg, 0.273 mmol) in dichloroethane (3 mL). Stir the mixture at room temperature under an atmosphere of nitrogen for 14 h. Add a saturated solution of ammonium chloride, separate the layers, and extract the aqueous layer... Reactants: C(C)(C)OC1=CC(=NN1)N (5-isopropoxy-1H-pyrazol-3-amine), CCN(C(C)C)C(C)C (DIPEA), ClC1=NC=C(C(=N1)Cl)Br (2,4-dichloro-5-bromopyrimidine). The solvent is C1CCOC1 (THF). Run at time 16 hour. Yields the product BrC=1C(=NC(=NC1)Cl)NC1=NNC(=C1)OC(C)C (5-Bromo-2-chloro-N-(5-isopropoxy-1H-pyrazol-3-yl)pyrimidin-4-amine). As a reaction SMILES: [CH:1]([O:4][C:5]1[NH:9][N:8]=[C:7]([NH2:10])[CH:6]=1)([CH3:3])[CH3:2].CCN(C(C)C)C(C)C.[Cl:20][C:21]1[N:26]=[C:25](Cl)[C:24]([Br:28])=[CH:23][N:22]=1>C1COCC1>[Br:28][C:24]1[C:23]([NH:10][C:7]2[CH:6]=[C:5]([O:4][CH:1]([CH3:3])[CH3:2])[NH:9][N:8]=2)=[N:22][C:21]([Cl:20])=[N:26][CH:25]=1. Reported procedure: To a solution of 5-isopropoxy-1H-pyrazol-3-amine (11.6 g, 82.1 mmol) in THF (85 ml) was added DIPEA (16 ml) and 2,4-dichloro-5-bromopyrimidine (17 g, 74.6 mmol) and the resulting solution was aged at 40° C. for 16 hours. The mixture was partitioned between EtOAc and H2O, the organic layer was washed with brine and dried. The solvents were removed under reduced pressure and column chromatography gave the title compound as a solid. m/z: 332. The reactants are CCO, CCOC(=O)C(=O)c1ccc([N+](=O)[O-])cc1. The product is CCOC(=O)C(=O)c1ccc(N)cc1. Reaction SMILES: [CH3:17][CH2:18][OH:19].[N+:1]([O-:2])(=[O:3])[c:4]1[cH:5][cH:6][c:7]([C:10]([C:11](=[O:12])[O:13][CH2:14][CH3:15])=[O:16])[cH:8][cH:9]1>>[NH2:1][c:4]1[cH:5][cH:6][c:7]([C:10]([C:11](=[O:12])[O:13][CH2:14][CH3:15])=[O:16])[cH:8][cH:9]1. Reactants: C(c1ccc(cc1C(F)(F)F)[Cl])=O, CC1=CN=C(C=C1)N, [C-]#[N+]C1CCCCC1. Reagents/catalysts: O=C(O)C(F)(F)F (trifluoroacetic acid). The solvent is CC(C)O (isopropyl alcohol), CC(C)O (isopropylalcohol). Reaction conditions: temperature 22 celsius, time 20 hour. Product: Cc1ccc2nc(c3ccc(cc3C(F)(F)F)[Cl])c(NC3CCCCC3)n2c1. The yield is 3.9%. Reaction SMILES: CC1=CC=C(N)N=C1.[C-]#[N+]C1CCCCC1.FC(F)(F)C1=CC(Cl)=CC=C1C=O>>CC1=CN2C(C=C1)=NC(=C2NC1CCCCC1)C1=C(C=C(Cl)C=C1)C(F)(F)F. Reported procedure: The title compound was prepared from (RS)-[5-dimethylamino-2-(3-{3-[3-methyl-4-(tetrahydro-pyran-2-yloxymethyl)-isoxazol-5-yl]-phenyl}-3-oxo-propionylamino)-4-trifluoromethyl-phenyl]-carbamic acid tert.-butyl ester (Example M60) by treatment with TFA in CH2Cl2 according to the general procedure N. Obtained as a light yellow solid (64 mg). The reactants are C(C)(C)(C)OC(NC1=C(C=C(C(=C1)N(C)C)C(F)(F)F)NC(CC(=O)C1=CC(=CC=C1)C1=C(C(=NO1)C)COC1OCCCC1)=O)=O ((RS)-[5-dimethylamino-2-(3-{3-[3-methyl-4-(tetrahydro-pyran-2-yloxymethyl)-isoxazol-5-yl]-phenyl}-3-oxo-propionylamino)-4-trifluoromethyl-phenyl]-carbamic acid tert.-butyl ester), C(=O)(C(F)(F)F)O (TFA). The solvent is C(Cl)Cl (CH2Cl2). As a reaction SMILES: C(OC(=O)[NH:7][C:8]1[CH:13]=[C:12]([N:14]([CH3:16])[CH3:15])[C:11]([C:17]([F:20])([F:19])[F:18])=[CH:10][C:9]=1[NH:21][C:22](=[O:46])[CH2:23][C:24]([C:26]1[CH:31]=[CH:30][CH:29]=[C:28]([C:32]2[O:36][N:35]=[C:34]([CH3:37])[C:33]=2[CH2:38][O:39]C2CCCCO2)[CH:27]=1)=O)(C)(C)C.C(O)(C(F)(F)F)=O>C(Cl)Cl>[CH3:15][N:14]([CH3:16])[C:12]1[C:11]([C:17]([F:19])([F:18])[F:20])=[CH:10][C:9]2[NH:21][C:22](=[O:46])[CH2:23][C:24]([C:26]3[CH:31]=[CH:30][CH:29]=[C:28]([C:32]4[O:36][N:35]=[C:34]([CH3:37])[C:33]=4[CH2:38][OH:39])[CH:27]=3)=[N:7][C:8]=2[CH:13]=1. The product is CN(C1=CC2=C(NC(CC(=N2)C2=CC(=CC=C2)C2=C(C(=NO2)C)CO)=O)C=C1C(F)(F)F)C (7-Dimethylamino-4-[3-(4-hydroxymethyl-3-methyl-isoxazol-5-yl)-phenyl]-8-trifluoromethyl-1,3-dihydro-benzo[b][1,4]diazepin-2-one), solid.